From a dataset of the Open Reaction Database (ORD), a public repository of structured organic reaction records. describe an organic reaction: reactants, conditions, products, and yield Reactants: CCOC(=O)C1(c2ccc(Cl)cc2C#CC(OCC)(OCC)OCC)CCN(Cc2ccccc2)CC1, CCO, O, O, Cc1ccc(S(=O)(=O)O)cc1. Yields the product CCOC(=O)C#Cc1cc(Cl)ccc1C1(C(=O)OCC)CCN(Cc2ccccc2)CC1. Reaction SMILES: [CH2:1]([c:2]1[cH:3][cH:4][cH:5][cH:6][cH:7]1)[N:8]1[CH2:9][CH2:10][C:11]([C:14](=[O:15])[O:16][CH2:17][CH3:18])([c:19]2[c:20]([C:26]#[C:27][C:28]([O:29][CH2:30][CH3:31])([O:32][CH2:36][CH3:37])[O:33][CH2:34][CH3:35])[cH:21][c:22]([Cl:25])[cH:23][cH:24]2)[CH2:12][CH2:13]1.[CH3:50][CH2:51][OH:52].[OH2:38].[OH2:53].[c:39]1([CH3:40])[cH:41][cH:42][c:43]([S:44]([OH:45])(=[O:46])=[O:47])[cH:48][cH:49]1>>[CH2:1]([c:2]1[cH:3][cH:4][cH:5][cH:6][cH:7]1)[N:8]1[CH2:9][CH2:10][C:11]([C:14](=[O:15])[O:16][CH2:17][CH3:18])([c:19]2[c:20]([C:26]#[C:27][C:28]([O:29][CH2:30][CH3:31])=[O:32])[cH:21][c:22]([Cl:25])[cH:23][cH:24]2)[CH2:12][CH2:13]1. Starting materials: CCOC(=O)c1cn(C)c(=O)cc1Nc1ccc(CC)cc1F, CCO, [Na+], [OH-]. The product is CCc1ccc(Nc2cc(=O)n(C)cc2C(=O)O)c(F)c1. Reaction SMILES: [CH2:1]([CH3:2])[O:3][C:4](=[O:5])[c:6]1[cH:7][n:8]([CH3:23])[c:9](=[O:22])[cH:10][c:11]1[NH:12][c:13]1[c:14]([F:21])[cH:15][c:16]([CH2:19][CH3:20])[cH:17][cH:18]1.[CH3:26][CH2:27][OH:28].[Na+:25].[OH-:24]>>[O:3]=[C:4]([OH:5])[c:6]1[cH:7][n:8]([CH3:23])[c:9](=[O:22])[cH:10][c:11]1[NH:12][c:13]1[c:14]([F:21])[cH:15][c:16]([CH2:19][CH3:20])[cH:17][cH:18]1. Starting materials: CC(OC(C)(C)C)C(NC(=O)OC(C)(C)C)C(=O)O, C1COCCN1, CO, ClC(Cl)Cl, CC(NC(=O)Cc1cccc([N+](=O)[O-])c1)C(=O)O, CC(OC(C)(C)C)C(N)C(=O)N1CCOCC1. Yields the product CC(NC(=O)Cc1cccc([N+](=O)[O-])c1)C(=O)NC(C(=O)N1CCOCC1)C(C)OC(C)(C)C. As a reaction SMILES: [C:36]([NH:37][CH:38]([C:39]([OH:40])=[O:41])[CH:42]([CH3:43])[O:44][C:45]([CH3:46])([CH3:47])[CH3:48])([O:49][C:50]([CH3:51])([CH3:52])[CH3:53])=[O:54].[CH2:55]1[NH:56][CH2:57][CH2:58][O:59][CH2:60]1.[CH3:65][OH:66].[Cl:61][CH:62]([Cl:63])[Cl:64].[N+:1](=[O:2])([O-:3])[c:4]1[cH:5][c:6]([CH2:10][C:11](=[O:12])[NH:13][CH:14]([CH3:15])[C:16](=[O:17])[OH:18])[cH:7][cH:8][cH:9]1.[NH2:19][CH:20]([C:21](=[O:22])[N:23]1[CH2:24][CH2:25][O:26][CH2:27][CH2:28]1)[CH:29]([CH3:30])[O:31][C:32]([CH3:33])([CH3:34])[CH3:35]>>[N+:1](=[O:2])([O-:3])[c:4]1[cH:5][c:6]([CH2:10][C:11](=[O:12])[NH:13][CH:14]([CH3:15])[C:16](=[O:18])[NH:19][CH:20]([C:21](=[O:22])[N:23]2[CH2:24][CH2:25][O:26][CH2:27][CH2:28]2)[CH:29]([CH3:30])[O:31][C:32]([CH3:33])([CH3:34])[CH3:35])[cH:7][cH:8][cH:9]1. Yields the product OC(c1cccs1)c1cnc(Oc2ccccc2Cl)nc1Cl. Reactants: C1CCOC1, CC(C)NC(C)C, Clc1ccnc(Oc2ccccc2Cl)n1, [Li], O=Cc1cccs1. As a reaction SMILES: [CH2:31]1[O:32][CH2:33][CH2:34][CH2:35]1.[CH:16]([NH:17][CH:18]([CH3:19])[CH3:20])([CH3:21])[CH3:22].[Cl:1][c:2]1[n:3][c:4]([O:8][c:9]2[c:10]([Cl:15])[cH:11][cH:12][cH:13][cH:14]2)[n:5][cH:6][cH:7]1.[Li:23].[s:24]1[c:25]([CH:29]=[O:30])[cH:26][cH:27][cH:28]1>>[Cl:1][c:2]1[n:3][c:4]([O:8][c:9]2[c:10]([Cl:15])[cH:11][cH:12][cH:13][cH:14]2)[n:5][cH:6][c:7]1[CH:29]([c:25]1[s:24][cH:28][cH:27][cH:26]1)[OH:30]. Starting materials: ClCCl, COc1cccc2c1nc(C(F)F)n2-c1nc(C2CCN(C(=O)OC(C)(C)C)CC2)nc(N2CCOCC2)n1, O=C(O)C(F)(F)F. Product: COc1cccc2c1nc(C(F)F)n2-c1nc(C2CCNCC2)nc(N2CCOCC2)n1. RXN SMILES: [Cl:47][CH2:48][Cl:49].[F:1][CH:2]([c:3]1[n:4][c:5]2[c:6]([n:7]1-[c:8]1[n:9][c:10]([CH:20]3[CH2:21][CH2:22][N:23]([C:26]([O:27][C:28]([CH3:29])([CH3:30])[CH3:31])=[O:32])[CH2:24][CH2:25]3)[n:11][c:12]([N:14]3[CH2:15][CH2:16][O:17][CH2:18][CH2:19]3)[n:13]1)[cH:33][cH:34][cH:35][c:36]2[O:37][CH3:38])[F:39].[F:40][C:41]([F:42])([F:43])[C:44]([OH:45])=[O:46]>>[F:1][CH:2]([c:3]1[n:4][c:5]2[c:6]([n:7]1-[c:8]1[n:9][c:10]([CH:20]3[CH2:21][CH2:22][NH:23][CH2:24][CH2:25]3)[n:11][c:12]([N:14]3[CH2:15][CH2:16][O:17][CH2:18][CH2:19]3)[n:13]1)[cH:33][cH:34][cH:35][c:36]2[O:37][CH3:38])[F:39]. Reactants: ClC(=O)OC1=CC=C(C=C1)[N+](=O)[O-] (4-nitrophenyl chloroformate), NC=1C=CC(=C(C1)[C@]1(N=C(O[C@@H](C1)C(F)(F)F)NC(C1=CC=CC=C1)=O)C)F (N-((4S,6S)-4-(5-amino-2-fluorophenyl)-4-methyl-6-(trifluoromethyl)-5,6-dihydro-4H-1,3-oxazin-2-yl)benzamide), COC1CCNCC1 (4-methoxy-piperidine). The solvent is hexanes, ClCCl (dichloromethane). Reaction conditions: time 10 minute. Product: C(C1=CC=CC=C1)(=O)NC=1O[C@@H](C[C@@](N1)(C)C=1C=C(C=CC1F)NC(=O)N1CCC(CC1)OC)C(F)(F)F (N-(3-((4S,6S)-2-benzamido-4-methyl-6-(trifluoromethyl)-5,6-dihydro-4H-1,3-oxazin-4-yl)-4-fluorophenyl)-4-methoxypiperidine-1-carboxamide). The yield is 61.1%. RXN SMILES: [NH2:1][C:2]1[CH:3]=[CH:4][C:5]([F:28])=[C:6]([C@:8]2([CH3:27])[CH2:13][C@@H:12]([C:14]([F:17])([F:16])[F:15])[O:11][C:10]([NH:18][C:19](=[O:26])[C:20]3[CH:25]=[CH:24][CH:23]=[CH:22][CH:21]=3)=[N:9]2)[CH:7]=1.Cl[C:30](OC1C=CC([N+]([O-])=O)=CC=1)=[O:31].[CH3:42][O:43][CH:44]1[CH2:49][CH2:48][NH:47][CH2:46][CH2:45]1>ClCCl>[C:19]([NH:18][C:10]1[O:11][C@H:12]([C:14]([F:17])([F:15])[F:16])[CH2:13][C@:8]([C:6]2[CH:7]=[C:2]([NH:1][C:30]([N:47]3[CH2:48][CH2:49][CH:44]([O:43][CH3:42])[CH2:45][CH2:46]3)=[O:31])[CH:3]=[CH:4][C:5]=2[F:28])([CH3:27])[N:9]=1)(=[O:26])[C:20]1[CH:21]=[CH:22][CH:23]=[CH:24][CH:25]=1. Reported procedure: To a cooled (0° C.) solution of N-((4S,6S)-4-(5-amino-2-fluorophenyl)-4-methyl-6-(trifluoromethyl)-5,6-dihydro-4H-1,3-oxazin-2-yl)benzamide (4l, 0.200 g, 0.506 mmol) in dichloromethane (4 mL) was added 4-nitrophenyl chloroformate (0.111 g, 0.551 mmol) as a solid. After 10 min the reaction was allowed to warm to room temperature. After 3 h 4-methoxy-piperidine (0.100 mL, 1.036 mmol) was added dropwise via syringe and the reaction was stirred overnight. The reaction was evaporated onto silica gel ...